This data is from the Open Reaction Database (ORD), a public repository of structured organic reaction records. The task is: describe an organic reaction: reactants, conditions, products, and yield Reactants: BrC1=C(C=C(C(=C1)C(C)(C)C)OCOCCOC)C (1-bromo-5-tert-butyl-4-(2-methoxy-ethoxymethoxy)-2-methyl-benzene), [OH-].[Na+] (NaOH), C(CCC)[Li] (n-butyllithium), C(=O)=O (dry ice). Run in C1CCOC1 (THF), CCOCC (Et2O). Conditions: temperature -78 celsius, time 45 minute. Product: C(C)(C)(C)C=1C(=CC(=C(C(=O)O)C1)C)OCOCCOC (5-tert-Butyl-4-(2-methoxy-ethoxymethoxy)-2-methyl benzoic acid). Reaction SMILES: Br[C:2]1[CH:7]=[C:6]([C:8]([CH3:11])([CH3:10])[CH3:9])[C:5]([O:12][CH2:13][O:14][CH2:15][CH2:16][O:17][CH3:18])=[CH:4][C:3]=1[CH3:19].C([Li])CCC.[C:25](=[O:27])=[O:26].[OH-].[Na+]>C1COCC1.CCOCC>[C:8]([C:6]1[C:5]([O:12][CH2:13][O:14][CH2:15][CH2:16][O:17][CH3:18])=[CH:4][C:3]([CH3:19])=[C:2]([CH:7]=1)[C:25]([OH:27])=[O:26])([CH3:11])([CH3:10])[CH3:9] |f:3.4|. Reported procedure: A solution of 1-bromo-5-tert-butyl-4-(2-methoxy-ethoxymethoxy)-2-methyl-benzene from Example ZZ (44.7 g, 135 mmol) in dry THF was cooled to -78° C. under nitrogen and treated with 1.6M n-butyllithium (93 mL, 149 mmol). The solution was stirred at -78° C. for 45 minutes and then poured over crushed dry ice. The mixture was allowed to warm to room temperature. Et2O (100 mL) and 2N NaOH (200 mL) were added; the organic layer was separated and re-extracted with 2N NaOH. The aqueous layers were combi... The reactants are C(C)(C)[N-]C(C)C.[Li+] (lithium diisopropylamide), FC(C1=CC=C(C=C1)CC(=O)O)(F)F ((4-trifluoromethyl-phenyl)-acetic acid), O1CCCC1.CN(P(=O)(N(C)C)N(C)C)C (tetrahydrofuran hexamethylphosphoramide). The solvent is CN(P(=O)(N(C)C)N(C)C)C (hexamethylphosphoramide). Run at temperature -78 celsius, time 30 minute. Product: hexanes ethyl acetate, C1(CCCC1)CC(C(=O)O)C1=CC=C(C=C1)C(F)(F)F (3-cyclopentyl-2-(4-trifluoromethyl-phenyl)-propionic acid). Yield: 65.0%. RXN SMILES: C([N-][CH:5]([CH3:7])[CH3:6])(C)C.[Li+].[F:9][C:10]([F:22])([F:21])[C:11]1[CH:16]=[CH:15][C:14]([CH2:17][C:18]([OH:20])=[O:19])=[CH:13][CH:12]=1.O1C[CH2:26][CH2:25][CH2:24]1.CN(C)P(N(C)C)(N(C)C)=O>CN(C)P(N(C)C)(N(C)C)=O>[CH:5]1([CH2:6][CH:17]([C:14]2[CH:13]=[CH:12][C:11]([C:10]([F:21])([F:22])[F:9])=[CH:16][CH:15]=2)[C:18]([OH:20])=[O:19])[CH2:7][CH2:26][CH2:25][CH2:24]1 |f:0.1,3.4|. Procedure: A solution of freshly prepared lithium diisopropylamide (23 mL of a 0.31M stock solution, 7.13 mmol) cooled to −78° C. was treated with (4-trifluoromethyl-phenyl)-acetic acid (693 mg, 3.4 mmol) in tetrahydrofuran/hexamethylphosphoramide (8.5 mL, 3:1). The resulting solution was stirred at −78° C. for 30 min. lodomethylcyclopentane (784 mg, 3.7 mmol) was then added in hexamethylphosphoramide (1 mL). The mixture was stirred at <78° C. for 4 h. The reaction was then warmed to 25° C and was stirred ...